Dataset: the Open Reaction Database (ORD), a public repository of structured organic reaction records. Task: describe an organic reaction: reactants, conditions, products, and yield The reactants are CC(CC(O)C(Cc1ccccc1)NC(=O)c1cc(-c2ccccc2)cc(N2CCCC2=O)c1)C(=O)NCCC(C)(C)C, O=C(O)c1cc(OCC2CC2)cc(N2CCCC2=O)c1, CC(CC(O)C(N)Cc1ccccc1)C(=O)NC1CC2CCC1C2. Yields the product CC(CC(O)C(Cc1ccccc1)NC(=O)c1cc(OCC2CC2)cc(N2CCCC2=O)c1)C(=O)NC1CC2CCC1C2. Reaction SMILES: [CH2:1]([CH:2]([NH:3][C:4](=[O:5])[c:6]1[cH:7][c:8](-[c:9]2[cH:10][cH:11][cH:12][cH:13][cH:14]2)[cH:15][c:16]([N:17]2[CH2:18][CH2:19][CH2:20][C:21]2=[O:22])[cH:23]1)[CH:24]([OH:25])[CH2:26][CH:27]([C:28](=[O:29])[NH:30][CH2:31][CH2:32][C:33]([CH3:34])([CH3:35])[CH3:36])[CH3:37])[c:38]1[cH:39][cH:40][cH:41][cH:42][cH:43]1.[CH:44]1([CH2:47][O:48][c:49]2[cH:50][c:51]([C:52](=[O:53])[OH:54])[cH:55][c:56]([N:58]3[C:59](=[O:63])[CH2:60][CH2:61][CH2:62]3)[cH:57]2)[CH2:45][CH2:46]1.[CH:64]12[CH:65]([NH:71][C:72]([CH:73]([CH2:74][CH:75]([CH:76]([CH2:77][c:78]3[cH:79][cH:80][cH:81][cH:82][cH:83]3)[NH2:84])[OH:85])[CH3:86])=[O:87])[CH2:66][CH:67]([CH2:68][CH2:69]1)[CH2:70]2>>[CH:44]1([CH2:47][O:48][c:49]2[cH:50][c:51]([C:52](=[O:54])[NH:84][CH:76]([CH:75]([CH2:74][CH:73]([C:72]([NH:71][CH:65]3[CH:64]4[CH2:69][CH2:68][CH:67]([CH2:66]3)[CH2:70]4)=[O:87])[CH3:86])[OH:85])[CH2:77][c:78]3[cH:79][cH:80][cH:81][cH:82][cH:83]3)[cH:55][c:56]([N:58]3[C:59](=[O:63])[CH2:60][CH2:61][CH2:62]3)[cH:57]2)[CH2:45][CH2:46]1. Reactants: [OH-].[K+] (potassium hydroxide), C(C)(=O)NC1=CC(=C(C(=O)OC)C=C1Cl)OC (Methyl 4-acetamido-5-chloro-2-methoxybenzoate), Cl (hydrochloric acid). The solvent is C(C)O (ethanol). Yields the product NC1=CC(=C(C(=O)O)C=C1Cl)OC (4-amino-5-chloro-2-methoxybenzoic acid). RXN SMILES: C([NH:4][C:5]1[C:14]([Cl:15])=[CH:13][C:8]([C:9]([O:11]C)=[O:10])=[C:7]([O:16][CH3:17])[CH:6]=1)(=O)C.[OH-].[K+].Cl>C(O)C>[NH2:4][C:5]1[C:14]([Cl:15])=[CH:13][C:8]([C:9]([OH:11])=[O:10])=[C:7]([O:16][CH3:17])[CH:6]=1 |f:1.2|. Procedure details: Methyl 4-acetamido-5-chloro-2-methoxybenzoate is dissolved in ethanol and aqueous potassium hydroxide added. The solution is refluxed for a short time, cooled and concentrated hydrochloric acid added. The resulting precipitate is filtered off, washed with water and dried to give the title compound as a white solid. The reactants are NC1=NC(=C(C(=N1)N)N=O)N (2,4,6-triamino-5-nitrosopyrimidine), NC1=NC(=CC(=N1)N)O (2,4-diamino-6-hydroxypyrimidine), S(N)(O)(=O)=O (sulfamic acid). Solvent: O (water). Run at temperature 84 celsius, time 1 minute. The product is N1=CN=CC2=NC3=C(N=C12)N=CN=C3 (pyrimido-[5,4-g]pteridine), formula IV. As a reaction SMILES: N[C:2]1[N:7]=[C:6]([NH2:8])[C:5]([N:9]=O)=[C:4](N)[N:3]=1.N[C:13]1[N:18]=[C:17](N)[CH:16]=[C:15](O)[N:14]=1.S(=O)(=O)(O)N>O>[N:14]1[C:15]2[C:16](=[N:9][C:5]3[CH:4]=[N:3][CH:2]=[N:7][C:6]=3[N:8]=2)[CH:17]=[N:18][CH:13]=1. Reported procedure: A mixture of 6.20 g of commercial 2,4,6-triamino-5-nitrosopyrimidine, 5.15 g of 2,4-diamino-6-hydroxypyrimidine and 3.92 g of sulfamic acid in 230 ml of water is finely stirred for one minute by means of an ULTRA-TURRAX® stirring rod and heated to a temperature in the range of from 82 to 86° C. The mixture is stirred at that temperature for 17 hours and then filtered over a laminated paper filter while still hot. The residue is washed with hot water until the pH of the washing water is above 4. ... The reactants are C1(=CC=CC=C1)C=1OC2=C(C1C(C)=O)C=CC=C2Cl (2-phenyl-3-acetyl-7-chlorobenzofuran), C=O (paraformaldehyde), Cl.CNC (dimethylamine hydrochloride), saturated solution, Cl (hydrogen chloride). The solvent is C(C)O (ethanol), C(C)(C)O (isopropanol). Yields the product C1(=CC=CC=C1)C=1OC2=C(C1C(CCN(C)C)=O)C=CC=C2Cl (2-Phenyl-3-[3-(dimethylamino)propionyl]-7-chlorobenzofuran). RXN SMILES: [C:1]1([C:7]2[O:8][C:9]3[C:18]([Cl:19])=[CH:17][CH:16]=[CH:15][C:10]=3[C:11]=2[C:12](=[O:14])[CH3:13])[CH:6]=[CH:5][CH:4]=[CH:3][CH:2]=1.[CH2:20]=O.Cl.[CH3:23][NH:24][CH3:25].Cl>C(O)(C)C.C(O)C>[C:1]1([C:7]2[O:8][C:9]3[C:18]([Cl:19])=[CH:17][CH:16]=[CH:15][C:10]=3[C:11]=2[C:12](=[O:14])[CH2:13][CH2:23][N:24]([CH3:20])[CH3:25])[CH:2]=[CH:3][CH:4]=[CH:5][CH:6]=1 |f:2.3|. Procedure: To a suspension of 23 grams of the 2-phenyl-3-acetyl-7-chlorobenzofuran that was thus produced in 60 milliliters of isopropanol were added 3.9 grams of paraformaldehyde, 10.4 grams of dimethylamine hydrochloride, and 8 milliliters of a saturated solution of hydrogen chloride in ethanol and the mixture was heated under reflux for a period of 8 hours. The solvent was then evaporated under vacuum and the residue was taken up in water and the remaining water-insoluble material was extracted from the...